From a dataset of the Open Reaction Database (ORD), a public repository of structured organic reaction records. describe an organic reaction: reactants, conditions, products, and yield Reactants: C1(=CC=C(C=C1)COC1=NC=C(C(=O)OC)C=C1)C1=CC=CC=C1 (methyl 6-(4-biphenylylmethoxy)nicotinate), C1CCOC1 (THF). Solvent: CO (methanol), [OH-].[Na+] (sodium hydroxide), Cl (hydrochloric acid). Run at time 4 hour. Yields the product C1(=CC=C(C=C1)COC1=NC=C(C(=O)O)C=C1)C1=CC=CC=C1 (6-(4-Biphenylylmethoxy)nicotinic Acid). Yield: 83.7%. RXN SMILES: [C:1]1([C:19]2[CH:24]=[CH:23][CH:22]=[CH:21][CH:20]=2)[CH:6]=[CH:5][C:4]([CH2:7][O:8][C:9]2[CH:18]=[CH:17][C:12]([C:13]([O:15]C)=[O:14])=[CH:11][N:10]=2)=[CH:3][CH:2]=1.C1COCC1>CO.[OH-].[Na+].Cl>[C:1]1([C:19]2[CH:24]=[CH:23][CH:22]=[CH:21][CH:20]=2)[CH:6]=[CH:5][C:4]([CH2:7][O:8][C:9]2[CH:18]=[CH:17][C:12]([C:13]([OH:15])=[O:14])=[CH:11][N:10]=2)=[CH:3][CH:2]=1 |f:3.4|. Procedure: To a solution of methyl 6-(4-biphenylylmethoxy)nicotinate (2.0 g) in methanol (20 ml)/THF(40 ml) was added iN aqueous sodium hydroxide (13 ml) at room temperature. After stirring at room temperature for 4 hr the reaction mixture was diluted with 1 N hydrochloric acid (13 ml) and concentrated. The precipitate was collected by filtration and washed with water and diethyl ether sequentially to obtain the titled compound (1.6 g) as amorphous powder. Reactants: CCOC(=O)Cc1cccc(OC)c1, COS(=O)(=O)[O-], CCO, CCOCC, CN(C)C1=[N+](C)CCC1, [Na], O. The product is COc1cccc(CC2CCCN2C)c1. As a reaction SMILES: [CH2:17]([O:18][C:19](=[O:20])[CH2:21][c:22]1[cH:23][c:24]([O:28][CH3:29])[cH:25][cH:26][cH:27]1)[CH3:30].[CH3:2][O:3][S:4]([O-:5])(=[O:6])=[O:7].[CH3:32][CH2:33][OH:34].[CH3:35][CH2:36][O:37][CH2:38][CH3:39].[CH3:8][N:9]([C:10]1=[N+:11]([CH3:15])[CH2:12][CH2:13][CH2:14]1)[CH3:16].[Na:1].[OH2:31]>>[CH:10]1([CH2:21][c:22]2[cH:23][c:24]([O:28][CH3:29])[cH:25][cH:26][cH:27]2)[N:11]([CH3:15])[CH2:12][CH2:13][CH2:14]1. The reactants are C(CCC)[Li] (n-Butyllithium), hexanes, [N+](=O)([O-])C=1C(=NC=CC1)N1CCC(CC1)=O (1-(3-nitro-2-pyridyl)-4-oxopiperidine). Reagents/catalysts: [Br-].C[P+](C1=CC=CC=C1)(C1=CC=CC=C1)C1=CC=CC=C1 (methyltriphenylphosphonium bromide). Run in C1CCOC1 (THF), C1CCOC1 (THF). Conditions: temperature -70 celsius, time 0.5 hour. Product: C=C1CCN(CC1)C1=NC=CC=C1[N+](=O)[O-] (2-(4-Methylene-1-piperidyl)-3-nitropyridine). Reaction SMILES: [CH2:1]([Li])[CH2:2][CH2:3][CH3:4].[N+:6]([C:9]1[C:10]([N:15]2CCC(=O)[CH2:17][CH2:16]2)=[N:11][CH:12]=[CH:13][CH:14]=1)([O-:8])=[O:7]>[Br-].C[P+](C1C=CC=CC=1)(C1C=CC=CC=1)C1C=CC=CC=1.C1COCC1>[CH2:4]=[C:3]1[CH2:17][CH2:16][N:15]([C:10]2[C:9]([N+:6]([O-:8])=[O:7])=[CH:14][CH:13]=[CH:12][N:11]=2)[CH2:1][CH2:2]1 |f:2.3|. Procedure details: n-Butyllithium in hexanes (2.5 M, 4.93 mL, 12.3 mmol) was added dropwise over 10 min. into a suspension of 98% methyltriphenylphosphonium bromide (4.65 g, 12.8 mmol) in 40 mL of THF stirred at −70° C. After 0.5 h, a solution of 1-(3-nitro-2-pyridyl)-4-oxopiperidine (2 g, 8.5 mmol) in 16 mL of THF was added and the reaction mixture was allowed to warm up to r.t. After overnight resting, the mixture was quenched with an aqueous saturated solution of NH4Cl, extracted with EtOAc, dried over Na2SO4, ... Reactants: CN(C1CCC2=C(C=3C=CNC3C=C2)C1)C (N,N-dimethyl-6,7,8,9-tetrahydro-3H-benzo[e]indol-8-amine), C1(=CC=CC=C1)S(=O)(=O)Cl (benzenesulfonyl chloride), CC(C)(C)[O-].[K+] (KOtBu). The solvent is C1CCOC1 (THF). Reaction conditions: time 18 hour. Yields the product CN(C1CCC2=C(C=3C=CN(C3C=C2)S(=O)(=O)C2=CC=CC=C2)C1)C (N,N-Dimethyl-3-(phenylsulfonyl)-6,7,8,9-tetrahydro-3H-benzo[e]indol-8-amine). As a reaction SMILES: [CH3:1][N:2]([CH3:16])[CH:3]1[CH2:15][C:7]2[C:8]3[CH:9]=[CH:10][NH:11][C:12]=3[CH:13]=[CH:14][C:6]=2[CH2:5][CH2:4]1.[C:17]1([S:23](Cl)(=[O:25])=[O:24])[CH:22]=[CH:21][CH:20]=[CH:19][CH:18]=1.CC([O-])(C)C.[K+]>C1COCC1>[CH3:1][N:2]([CH3:16])[CH:3]1[CH2:15][C:7]2[C:8]3[CH:9]=[CH:10][N:11]([S:23]([C:17]4[CH:22]=[CH:21][CH:20]=[CH:19][CH:18]=4)(=[O:25])=[O:24])[C:12]=3[CH:13]=[CH:14][C:6]=2[CH2:5][CH2:4]1 |f:2.3|. Reported procedure: A solution of N,N-dimethyl-6,7,8,9-tetrahydro-3H-benzo[e]indol-8-amine (32 mg, 0.2 mmol) in THF is treated with benzenesulfonyl chloride (29.1 mg, 0.22 mmol) followed by KOtBu (19.8 mg, 0.22 mmol), stirred at room temperature for 18 h and concentrated in vacuo. The resultant residue is dissolved in a mixture of DMSO, methanol and water and purified by Gilson preparative HPLC1 to give the title compound, [M+H] 369, retention time (RT) 2.067 minutes. 1Gilson Preparative HPLC conditions: Gilson Pre... Starting materials: [Sn] (tin), Cl (hydrochloric acid), N1(CCOCC1)C=1C=CC(=C(C1)C=CC1=NNC2=CC=CC=C12)[N+](=O)[O-] (3-{2-[5-(morpholin-4-yl)-2-nitrophenyl]vinyl}-1H-indazole). Run in C(C)O (ethanol). Product: N1N=C(C2=CC=CC=C12)C=CC1=C(C=CC(=C1)N1CCOCC1)N (2-[2-(1H-indazol-3-yl)vinyl]-4-(morpholin-4-yl)phenylamine). RXN SMILES: [N:1]1([C:7]2[CH:8]=[CH:9][C:10]([N+:24]([O-])=O)=[C:11]([CH:13]=[CH:14][C:15]3[C:23]4[C:18](=[CH:19][CH:20]=[CH:21][CH:22]=4)[NH:17][N:16]=3)[CH:12]=2)[CH2:6][CH2:5][O:4][CH2:3][CH2:2]1.[Sn].Cl>C(O)C>[NH:17]1[C:18]2[C:23](=[CH:22][CH:21]=[CH:20][CH:19]=2)[C:15]([CH:14]=[CH:13][C:11]2[CH:12]=[C:7]([N:1]3[CH2:2][CH2:3][O:4][CH2:5][CH2:6]3)[CH:8]=[CH:9][C:10]=2[NH2:24])=[N:16]1 |^3:26|. Procedure details: In a similar manner to Example 1, (1H-indazol-3-ylmethyl)triphenylphosphonium bromide (0.12 g, 0.25 mmol) was dissolved in methanol (6.0 mL) and crude 3-{2-[5-(morpholin-4-yl)-2-nitrophenyl]vinyl}-1H-indazole was obtained from 5-morpholino-2-nitrobenzaldehyde (65 mg, 0.25 mmol) and potassium carbonate (0.10 g, 0.75 mmol). In a similar manner to Example 2, crude 3-{2-[5-(morpholin-4-yl)-2-nitrophenyl]vinyl}-1H-indazole (0.80 g, 2.3 mmol) was dissolved in ethanol (25 mL) and the solution was added... Reactants: O=C([O-])[O-], NCCc1ccccc1, CCOC(C)=O, CS(C)=O, Cl, [Cu]I, O=C(O)c1ccc(CCc2ccccc2)cc1I, [K+], [K+], O=C(O)C1CCCN1. Yields the product O=C(O)c1ccc(CCc2ccccc2)cc1NCCc1ccccc1. As a reaction SMILES: [C:36](=[O:37])([O-:38])[O-:39].[CH2:19]([CH2:20][c:21]1[cH:22][cH:23][cH:24][cH:25][cH:26]1)[NH2:27].[CH3:45][CH2:46][O:47][C:48](=[O:49])[CH3:50].[CH3:51][S:52]([CH3:53])=[O:54].[ClH:42].[Cu:43][I:44].[I:1][c:2]1[c:3]([C:4](=[O:5])[OH:6])[cH:7][cH:8][c:9]([CH2:11][CH2:12][c:13]2[cH:14][cH:15][cH:16][cH:17][cH:18]2)[cH:10]1.[K+:40].[K+:41].[OH:28][C:29]([CH:30]1[NH:31][CH2:32][CH2:33][CH2:34]1)=[O:35]>>[c:2]1([NH:27][CH2:19][CH2:20][c:21]2[cH:22][cH:23][cH:24][cH:25][cH:26]2)[c:3]([C:4](=[O:5])[OH:6])[cH:7][cH:8][c:9]([CH2:11][CH2:12][c:13]2[cH:14][cH:15][cH:16][cH:17][cH:18]2)[cH:10]1. Reactants: C(C)(C)C=1C(=C(NC1)C)C(=O)OCC (ethyl 4-isopropyl-2-methyl-1H-pyrrole-3-carboxylate), IN1C(CCC1=O)=O (N-iodosuccinimide). Solvent: ClCCl (dichloromethane), ClCCl (dichloromethane). Run at time 2 hour. The product is IC1=C(C(=C(N1)C)C(=O)OCC)C(C)C (ethyl 5-iodo-4-isopropyl-2-methyl-1H-pyrrole-3-carboxylate). The yield is 77.9%. As a reaction SMILES: [CH:1]([C:4]1[C:5]([C:10]([O:12][CH2:13][CH3:14])=[O:11])=[C:6]([CH3:9])[NH:7][CH:8]=1)([CH3:3])[CH3:2].[I:15]N1C(=O)CCC1=O>ClCCl>[I:15][C:8]1[NH:7][C:6]([CH3:9])=[C:5]([C:10]([O:12][CH2:13][CH3:14])=[O:11])[C:4]=1[CH:1]([CH3:3])[CH3:2]. Procedure details: A solution of 1.03 g of ethyl 4-isopropyl-2-methyl-1H-pyrrole-3-carboxylate in 27 ml of anhydrous dichloromethane was treated with 2.06 g of N-iodosuccinimide and stirred at room temperature for 2 h. The mixture was diluted with a further 50 ml of dichloromethane and washed with 50 ml of saturated sodium thiosulphate solution and 50 ml of saturated sodium hydrogen carbonate solution. The dichloromethane extract was dried over anhydrous sodium sulphate then filtered and evaporated. The residue wa... Procedure: 7β-Formamido-3-(3-oxobutyryloxymethyl)-3-cephem-4-carboxylic acid and pyrazolo[1,5-a]pyridine are reacted in the same manner as described in Example 5 to give the above-identified compound. Starting materials: C(=O)N[C@H]1[C@@H]2N(C(=C(CS2)COC(CC(C)=O)=O)C(=O)O)C1=O (7β-Formamido-3-(3-oxobutyryloxymethyl)-3-cephem-4-carboxylic acid), N1=CC=C2N1C=CC=C2 (pyrazolo[1,5-a]pyridine). The product is C(=O)N[C@H]1[C@@H]2N(C(=C(CS2)CC=2C=[NH+]N3C2C=CC=C3)C(=O)[O-])C1=O (7β-Formamido-3-[(pyrazolo[1,5-a]pyridinium-3-yl)methyl]-3-cephem-4-carboxylate). RXN SMILES: [CH:1]([NH:3][C@@H:4]1[C:22](=[O:23])[N:6]2[C:7]([C:19]([OH:21])=[O:20])=[C:8]([CH2:11]OC(=O)CC(=O)C)[CH2:9][S:10][C@H:5]12)=[O:2].[N:24]1[N:28]2[CH:29]=[CH:30][CH:31]=[CH:32][C:27]2=[CH:26][CH:25]=1>>[CH:1]([NH:3][C@@H:4]1[C:22](=[O:23])[N:6]2[C:7]([C:19]([O-:21])=[O:20])=[C:8]([CH2:11][C:26]3[CH:25]=[NH+:24][N:28]4[CH:29]=[CH:30][CH:31]=[CH:32][C:27]=34)[CH2:9][S:10][C@H:5]12)=[O:2]. Starting materials: C(C(=O)Cl)(=O)Cl (oxalyl chloride), N=1C=CN2C1C=CC=C2 (imidazo[1,2-a]pyridine), CO (methanol). Run in C1(=CC=CC=C1)C (toluene). Product: COC(C(=O)C1=CN=C2N1C=CC=C2)=O ((Imidazo[1,2-a]pyridin-3-yl)oxoacetic acid methyl ester). As a reaction SMILES: [C:1](Cl)(=[O:5])[C:2](Cl)=[O:3].[N:7]1[CH:8]=[CH:9][N:10]2[CH:15]=[CH:14][CH:13]=[CH:12][C:11]=12.[CH3:16][OH:17]>C1(C)C=CC=CC=1>[CH3:16][O:17][C:1](=[O:5])[C:2]([C:9]1[N:10]2[CH:15]=[CH:14][CH:13]=[CH:12][C:11]2=[N:7][CH:8]=1)=[O:3]. Procedure details: Add oxalyl chloride (2.13 g, 1.46 ml, 16.8 mmol) to a solution of imidazo[1,2-a]pyridine (1.0 g, 8.47 mmol) in toluene (75 ml). Heat the mixture at reflux for 15 hours. Cool the reaction and gently add methanol. Concentrate the resulting mixture under reduced pressure and partition between hot ethyl acetate and saturated aqueous sodium bicarbonate. Wash organic phase with saturated aqueous sodium chloride, dry over magnesium sulfate, and concentrate under reduced pressure. Triturate in ethyl ace... Run at temperature 0 celsius, time 12 hour. RXN SMILES: [Mg].Br[C:3]1[S:4][CH:5]=[CH:6][CH:7]=1.[Cl:8][C:9]1[N:17]=[C:16]([CH3:18])[CH:15]=[CH:14][C:10]=1[C:11](O)=[O:12]>C(OCC)C>[Cl:8][C:9]1[C:10]([C:11]([C:3]2[S:4][CH:5]=[CH:6][CH:7]=2)=[O:12])=[CH:14][CH:15]=[C:16]([CH3:18])[N:17]=1. Reported procedure: To a diethyl ether suspension of magnesium was added dropwise 2-bromothiophene at room temperature, and the whole was reacted. After cooling to 0° C., the reaction mixture was added with 2-chloro-6-methylnicotinic acid and, after being warmed to room temperature, the whole was stirred for 12 hours. Thereafter, the reaction mixture was worked up and purified in a usual manner to obtain 2-chloro-6-methyl-3-(thiophene-2-carbonyl)pyridine. NMR1: 7.79 (1H, dd, J=5.0, 1.1 Hz), 7.78 (1H, d, J=7.7 Hz), ... The reactants are [Mg] (magnesium), BrC=1SC=CC1 (2-bromothiophene), ClC1=C(C(=O)O)C=CC(=N1)C (2-chloro-6-methylnicotinic acid). Product: ClC1=NC(=CC=C1C(=O)C=1SC=CC1)C (2-chloro-6-methyl-3-(thiophene-2-carbonyl)pyridine). Solvent: C(C)OCC (diethyl ether).